From a dataset of the Open Reaction Database (ORD), a public repository of structured organic reaction records. describe an organic reaction: reactants, conditions, products, and yield The reactants are CC(=O)N1CCN(N=O)CC1C, CC(=O)O, O, [Zn]. The product is CC(=O)N1CCN(N)CC1C. Reaction SMILES: [C:1]([CH3:2])(=[O:3])[N:4]1[CH:5]([CH3:12])[CH2:6][N:7]([N:10]=[O:11])[CH2:8][CH2:9]1.[CH3:14][C:15](=[O:16])[OH:17].[OH2:13].[Zn:18]>>[C:1]([CH3:2])(=[O:3])[N:4]1[CH:5]([CH3:12])[CH2:6][N:7]([NH2:10])[CH2:8][CH2:9]1.